This data is from the Open Reaction Database (ORD), a public repository of structured organic reaction records. The task is: describe an organic reaction: reactants, conditions, products, and yield The yield is 81.9%. RXN SMILES: [C:1]1([CH2:7][N:8]2[CH2:13][CH2:12][NH:11][CH2:10][CH2:9]2)[CH:6]=[CH:5][CH:4]=[CH:3][CH:2]=1.C[O:15][C:16]1[C:17](=O)[CH:18]=[CH:19][CH:20]=[CH:21][CH:22]=1>CO>[C:1]1([CH2:7][N:8]2[CH2:9][CH2:10][N:11]([C:22]3[C:16](=[O:15])[CH:17]=[CH:18][CH:19]=[CH:20][CH:21]=3)[CH2:12][CH2:13]2)[CH:2]=[CH:3][CH:4]=[CH:5][CH:6]=1. Product: C1(=CC=CC=C1)CN1CCN(CC1)C=1C(C=CC=CC1)=O (2-[4-(Phenylmethyl)-1-piperazinyl]-2,4,6-cycloheptatrien-1-one). Starting materials: C1(=CC=CC=C1)CN1CCNCC1 (1-(phenylmethyl)-piperazine), COC=1C(C=CC=CC1)=O (2-methoxy-2,4,6-cycloheptatrien-1-one). Run in CO (methanol). Reported procedure: A mixture of 1-(phenylmethyl)-piperazine (3.2 g) and 2-methoxy-2,4,6-cycloheptatrien-1-one (1.6 g) in methanol (6 ml) was refluxed for 10 hr and evaporated. The residue was dissolved in a mixture of chloroform and water. The organic phase was separated, dried and evaporated. The residue was chromatographed on silica gel (200 g) using methanol-chloroform (5:95). The eluates were evaporated to give the title compound (2.7 g): mp 78°-80° C.; ir(CHCl3) 2400, 1705, 1620, 1350 and 1570 cm-1 ; uv max(M... Reactants: ClCCCN1CCC(CC1)C(C1=CC=C(C=C1)F)=O (1-(3-chloropropyl)-4-(4-fluorobenzoyl)piperidine), O (water), C1=CC=CC2=C1C1=C(NS2(=O)=O)C=CC=C1 (6H-dibenzo[c,e]-1,2-thiazine 5,5-dioxide), [H-].[Na+] (sodium hydride). Solvent: CN(C=O)C (N,N-dimethylformamide), C(C)(=O)OCC (ethyl acetate), CN(C=O)C (N,N-dimethylformamide), CN(C=O)C (N,N-dimethylformamide). Reaction conditions: temperature 100 celsius, time 30 minute. Product: FC1=CC=C(C(=O)C2CCN(CC2)CCCN2S(C3=C(C4=C2C=CC=C4)C=CC=C3)(=O)=O)C=C1 (6-[3-(4-(4-fluorobenzoyl)-1-piperidyl)propyl]-6H-dibenzo[c,e]-1,2-thiazine 5,5-dioxide). Isolated yield 51.2%. Reaction SMILES: [CH:1]1[C:6]2[C:7]3[CH:16]=[CH:15][CH:14]=[CH:13][C:8]=3[NH:9][S:10](=[O:12])(=[O:11])[C:5]=2[CH:4]=[CH:3][CH:2]=1.[H-].[Na+].Cl[CH2:20][CH2:21][CH2:22][N:23]1[CH2:28][CH2:27][CH:26]([C:29](=[O:37])[C:30]2[CH:35]=[CH:34][C:33]([F:36])=[CH:32][CH:31]=2)[CH2:25][CH2:24]1.O>CN(C)C=O.C(OCC)(=O)C>[F:36][C:33]1[CH:32]=[CH:31][C:30]([C:29]([CH:26]2[CH2:27][CH2:28][N:23]([CH2:22][CH2:21][CH2:20][N:9]3[C:8]4[CH:13]=[CH:14][CH:15]=[CH:16][C:7]=4[C:6]4[CH:1]=[CH:2][CH:3]=[CH:4][C:5]=4[S:10]3(=[O:12])=[O:11])[CH2:24][CH2:25]2)=[O:37])=[CH:35][CH:34]=1 |f:1.2|. Procedure details: A solution of 6H-dibenzo[c,e]-1,2-thiazine 5,5-dioxide (1.7 g) in dry N,N-dimethylformamide (15 cc) is added dropwise to a suspension of sodium hydride (0.25 g, 80% suspension in oil) in N,N-dimethylformamide (5 cc). After 30 minutes' stirring, a solution of 1-(3-chloropropyl)-4-(4-fluorobenzoyl)piperidine (2.1 g) in N,N-dimethylformamide (15 cc) is added. The reaction mixture is heated to 100° C. for 40 minutes and is then cooled and poured into a mixture of water (150 cc) and ethyl acetate (15... Reactants: ClCC1=NN=C(S1)C1=CN(C2=C(C=CC=C12)OC)CC1CCCCC1 (3-(5-chloromethyl-[1,3,4]thiadiazol-2-yl)-1-cyclohexylmethyl-7-methoxy-1H-indole), N1CCCC1 (pyrrolidine). Solvent: O1CCCC1 (tetrahydrofuran). Product: Cl.C1(CCCCC1)CN1C=C(C2=CC=CC(=C12)OC)C=1SC(=NN1)CN1CCCC1 (1-(Cyclohexyl)methyl-7-methoxy-3-{5-[(pyrrolidin-1-yl)methyl]-[1,3,4]-thiadiazol-2-yl}-1H-indole, hydrochloride salt). Isolated yield 40.0%. As a reaction SMILES: [Cl:1][CH2:2][C:3]1[S:7][C:6]([C:8]2[C:16]3[C:11](=[C:12]([O:17][CH3:18])[CH:13]=[CH:14][CH:15]=3)[N:10]([CH2:19][CH:20]3[CH2:25][CH2:24][CH2:23][CH2:22][CH2:21]3)[CH:9]=2)=[N:5][N:4]=1.[NH:26]1[CH2:30][CH2:29][CH2:28][CH2:27]1>O1CCCC1>[ClH:1].[CH:20]1([CH2:19][N:10]2[C:11]3[C:16](=[CH:15][CH:14]=[CH:13][C:12]=3[O:17][CH3:18])[C:8]([C:6]3[S:7][C:3]([CH2:2][N:26]4[CH2:30][CH2:29][CH2:28][CH2:27]4)=[N:4][N:5]=3)=[CH:9]2)[CH2:25][CH2:24][CH2:23][CH2:22][CH2:21]1 |f:3.4|. Procedure details: To a solution of 3-(5-chloromethyl-[1,3,4]thiadiazol-2-yl)-1-cyclohexylmethyl-7-methoxy-1H-indole (93 mg, 0.25 mmol) in tetrahydrofuran was added pyrrolidine (0.101 ml, 1.235 mmol) and the mixture subjected to microwave irradiation at 150° C. for 5 minutes. The resulting reaction mixture was purified by flash column chromatography to give the title compound (42 mg, 0.1 mmol) as the free base. The free base was dissolved in dichloromethane and hydrogen chloride (1M solution in diethyl ether; 1 ml... Reactants: CBr (methyl bromide), O1C(CCCC1)OC1=C(C=CC=C1)CC(=O)O (2-(tetrahydropyran-2-yloxy) phenylacetic acid), O1C(CCCC1)OC=1C=C(C=CC1)CC(=O)O (3-(tetrahydropyran-2-yloxy)-phenylacetic acid). The product is CC(C(=O)OC)C1=C(C=CC=C1)OC1OCCCC1 (methyl 2-methyl-2-(2-tetrahydropyran-2-yloxyphenyl)acetate), CC(C(=O)OC)C1=CC(=CC=C1)OC1OCCCC1 (methyl 2-methyl-2-(3-tetrahydropyran-2-yloxyphenyl)acetate). Reaction SMILES: [O:1]1[CH2:6][CH2:5][CH2:4][CH2:3][CH:2]1[O:7][C:8]1[CH:13]=[CH:12][CH:11]=[CH:10][C:9]=1CC(O)=O.[O:18]1[CH2:23][CH2:22][CH2:21][CH2:20][CH:19]1[O:24][C:25]1[CH:26]=[C:27](CC(O)=O)[CH:28]=[CH:29][CH:30]=1.CBr>>[CH3:4][CH:3]([C:26]1[CH:27]=[CH:28][CH:29]=[CH:30][C:25]=1[O:24][CH:19]1[CH2:20][CH2:21][CH2:22][CH2:23][O:18]1)[C:2]([O:1][CH3:6])=[O:7].[CH3:21][CH:20]([C:12]1[CH:11]=[CH:10][CH:9]=[C:8]([O:7][CH:2]2[CH2:3][CH2:4][CH2:5][CH2:6][O:1]2)[CH:13]=1)[C:19]([O:18][CH3:23])=[O:24]. Reported procedure: By the same method but using 2-(tetrahydropyran-2-yloxy) phenylacetic acid and 3-(tetrahydropyran-2-yloxy)-phenylacetic acid in place of 4-(tetrahydropyran-2-yloxy)-phenylacetic acid and methyl bromide as alkylating agent there are obtained methyl 2-methyl-2-(2-tetrahydropyran-2-yloxyphenyl)acetate and methyl 2-methyl-2-(3-tetrahydropyran-2-yloxyphenyl)acetate, respectively. The reactants are Cc1oc2cc(Oc3ccnc4ccsc34)ccc2c1C(=O)Cl, NCCCN1CCOCC1. Product: Cc1oc2cc(Oc3ccnc4ccsc34)ccc2c1C(=O)NCCCN1CCOCC1. As a reaction SMILES: [CH3:1][c:2]1[o:3][c:4]2[c:5]([c:6]1[C:7](=[O:8])[Cl:9])[cH:10][cH:11][c:12]([O:14][c:15]1[c:16]3[c:17]([n:18][cH:19][cH:20]1)[cH:21][cH:22][s:23]3)[cH:13]2.[O:24]1[CH2:25][CH2:26][N:27]([CH2:30][CH2:31][CH2:32][NH2:33])[CH2:28][CH2:29]1>>[CH3:1][c:2]1[o:3][c:4]2[c:5]([c:6]1[C:7](=[O:8])[NH:33][CH2:32][CH2:31][CH2:30][N:27]1[CH2:26][CH2:25][O:24][CH2:29][CH2:28]1)[cH:10][cH:11][c:12]([O:14][c:15]1[c:16]3[c:17]([n:18][cH:19][cH:20]1)[cH:21][cH:22][s:23]3)[cH:13]2.